This data is from the Open Reaction Database (ORD), a public repository of structured organic reaction records. The task is: describe an organic reaction: reactants, conditions, products, and yield Yields the product CC(C)Cc1nn(C)c(=O)c2cn(Cc3ccncc3)cc12. Starting materials: O=C([O-])[O-], CC(C)Cc1nn(C)c(=O)c2c[nH]cc12, CN(C)C=O, ClCc1ccncc1, Cl, [Cs+], [Cs+]. RXN SMILES: [C:16](=[O:17])([O-:18])[O-:19].[CH3:1][n:2]1[n:3][c:4]([CH2:12][CH:13]([CH3:14])[CH3:15])[c:5]2[c:6]([c:7]1=[O:8])[cH:9][nH:10][cH:11]2.[CH3:31][N:32]([CH3:33])[CH:34]=[O:35].[Cl:23][CH2:24][c:25]1[cH:26][cH:27][n:28][cH:29][cH:30]1.[ClH:22].[Cs+:20].[Cs+:21]>>[CH3:1][n:2]1[n:3][c:4]([CH2:12][CH:13]([CH3:14])[CH3:15])[c:5]2[c:6]([c:7]1=[O:8])[cH:9][n:10]([CH2:24][c:25]1[cH:26][cH:27][n:28][cH:29][cH:30]1)[cH:11]2. Reactants: Cc1ncco1, CCCCCC, CO, COc1ccc(-c2cc(Cl)n3nc(N)nc3c2)cn1, ClCCl, ClC(Cl)Cl, [K+], CC(=O)[O-], c1ccc(P(c2ccccc2)(c2ccccc2)[Pd](P(c2ccccc2)(c2ccccc2)c2ccccc2)(P(c2ccccc2)(c2ccccc2)c2ccccc2)P(c2ccccc2)(c2ccccc2)c2ccccc2)cc1. The product is COc1ccc(-c2cc(-c3cnc(C)o3)n3nc(N)nc3c2)cn1. Reaction SMILES: [CH3:20][c:21]1[o:22][cH:23][cH:24][n:25]1.[CH3:34][CH2:35][CH2:36][CH2:37][CH2:38][CH3:39].[CH3:40][OH:41].[Cl:1][c:2]1[cH:3][c:4](-[c:12]2[cH:13][n:14][c:15]([O:18][CH3:19])[cH:16][cH:17]2)[cH:5][c:6]2[n:7]1[n:8][c:9]([NH2:11])[n:10]2.[Cl:31][CH2:32][Cl:33].[Cl:42][CH:43]([Cl:44])[Cl:45].[K+:30].[O-:26][C:27]([CH3:28])=[O:29].[cH:46]1[cH:47][cH:48][c:49]([P:50]([Pd:51]([P:52]([c:53]2[cH:54][cH:55][cH:56][cH:57][cH:58]2)([c:59]2[cH:60][cH:61][cH:62][cH:63][cH:64]2)[c:65]2[cH:66][cH:67][cH:68][cH:69][cH:70]2)([P:71]([c:72]2[cH:73][cH:74][cH:75][cH:76][cH:77]2)([c:78]2[cH:79][cH:80][cH:81][cH:82][cH:83]2)[c:84]2[cH:85][cH:86][cH:87][cH:88][cH:89]2)[P:90]([c:91]2[cH:92][cH:93][cH:94][cH:95][cH:96]2)([c:97]2[cH:98][cH:99][cH:100][cH:101][cH:102]2)[c:103]2[cH:104][cH:105][cH:106][cH:107][cH:108]2)([c:109]2[cH:110][cH:111][cH:112][cH:113][cH:114]2)[c:115]2[cH:116][cH:117][cH:118][cH:119][cH:120]2)[cH:121][cH:122]1>>[c:2]1(-[c:23]2[o:22][c:21]([CH3:20])[n:25][cH:24]2)[cH:3][c:4](-[c:12]2[cH:13][n:14][c:15]([O:18][CH3:19])[cH:16][cH:17]2)[cH:5][c:6]2[n:7]1[n:8][c:9]([NH2:11])[n:10]2. Reactants: C(C)(=O)N[C@H](COC1=CC=C(C(=O)O)C=C1)C (4-{[(2S)-2-(acetylamino)propyl]oxy}benzoic acid), Cl.NC1=C(C=C(C=C1)O)O (4-aminobenzene-1,3-diol hydrochloride). The product is C(C)(=O)N[C@H](COC1=CC=C(C(=O)NC2=C(C=C(C=C2)O)O)C=C1)C (4-{[(2S)-2-(acetylamino)propyl]oxy}-N-(2,4-dihydroxyphenyl)benzamide). As a reaction SMILES: [C:1]([NH:4][C@@H:5]([CH3:17])[CH2:6][O:7][C:8]1[CH:16]=[CH:15][C:11]([C:12]([OH:14])=O)=[CH:10][CH:9]=1)(=[O:3])[CH3:2].Cl.[NH2:19][C:20]1[CH:25]=[CH:24][C:23]([OH:26])=[CH:22][C:21]=1[OH:27]>>[C:1]([NH:4][C@@H:5]([CH3:17])[CH2:6][O:7][C:8]1[CH:9]=[CH:10][C:11]([C:12]([NH:19][C:20]2[CH:25]=[CH:24][C:23]([OH:26])=[CH:22][C:21]=2[OH:27])=[O:14])=[CH:15][CH:16]=1)(=[O:3])[CH3:2] |f:1.2|. Procedure details: Using 4-{[(2S)-2-(acetylamino)propyl]oxy}benzoic acid and 4-aminobenzene-1,3-diol hydrochloride, and in the same manner as in Example 2, step C, the title compound was obtained. The product is Cl.C(N)(=O)COC=1C=C(C(=O)NC2CCNCC2)C=C(C1)OC (3-carbamoylmethoxy-5-methoxy-N-piperidin-4-yl-benzamide hydrochloride). RXN SMILES: C(OC([N:8]1[CH2:13][CH2:12][CH:11]([NH:14][C:15](=[O:29])[C:16]2[CH:21]=[C:20]([O:22][CH3:23])[CH:19]=[C:18]([O:24][CH2:25][C:26](=[O:28])[NH2:27])[CH:17]=2)[CH2:10][CH2:9]1)=O)(C)(C)C.[ClH:30].O1CCOCC1>CCO>[ClH:30].[C:26]([CH2:25][O:24][C:18]1[CH:17]=[C:16]([CH:21]=[C:20]([O:22][CH3:23])[CH:19]=1)[C:15]([NH:14][CH:11]1[CH2:10][CH2:9][NH:8][CH2:13][CH2:12]1)=[O:29])(=[O:28])[NH2:27] |f:1.2,4.5|. The reactants are C(C)(C)(C)OC(=O)N1CCC(CC1)NC(C1=CC(=CC(=C1)OC)OCC(N)=O)=O (4-(3-carbamoylmethoxy-5-methoxy-benzoylamino)-piperidine-1-carboxylic acid tert-butyl ester), Cl.O1CCOCC1 (HCl dioxane). The solvent is CCO (EtOH). Procedure details: 2.20 g (5.4 mmol) of 4-(3-carbamoylmethoxy-5-methoxy-benzoylamino)-piperidine-1-carboxylic acid tert-butyl ester was suspended under argon in 40 mL of EtOH at rt; while stirring, 6.75 mL of HCl/dioxane (4 molar) was added; the heterogeneous reaction mixture was heated up to reflux to achieve a clear solution. After cooling down to rt, the solvents were removed by evaporation i.V. and the residue was dried in high vacuum at rt for 5 hours. This crude product was recrystallised from MeCN to yield ... The reactants are N#Cc1ccc(CBr)c(Cl)c1, CO, Cl, N. As a reaction SMILES: [Br:1][CH2:2][c:3]1[c:4]([Cl:11])[cH:5][c:6]([C:7]#[N:8])[cH:9][cH:10]1.[CH3:14][OH:15].[ClH:13].[NH3:12]>>[CH2:2]([c:3]1[c:4]([Cl:11])[cH:5][c:6]([C:7]#[N:8])[cH:9][cH:10]1)[NH2:12]. Product: N#Cc1ccc(CN)c(Cl)c1. Starting materials: N(=[N+]=[N-])C1=CC=CC2=C1OC1=C2C=CC=C1 (4-azidodibenzo[b,d]furan). Reagents/catalysts: [OH-].[Pd+2].[OH-] (Palladium hydroxide). The solvent is C(C)O (ethanol). Product: C1=CC=C(C=2OC3=C(C21)C=CC=C3)N (dibenzo[b,d]furan-4-amine). RXN SMILES: [N:1]([C:4]1[C:9]2[O:10][C:11]3[CH:16]=[CH:15][CH:14]=[CH:13][C:12]=3[C:8]=2[CH:7]=[CH:6][CH:5]=1)=[N+]=[N-]>[OH-].[Pd+2].[OH-].C(O)C>[CH:7]1[C:8]2[C:12]3[CH:13]=[CH:14][CH:15]=[CH:16][C:11]=3[O:10][C:9]=2[C:4]([NH2:1])=[CH:5][CH:6]=1 |f:1.2.3|. Reported procedure: Palladium hydroxide (20%, 0.75 g, 1.068 mmol) was added to a Parr hydrogenation bottle, and the bottle was purged with nitrogen. Next, 4-azidodibenzo[b,d]furan (7.39 g, 35.3 mmol) and 150 mL ethanol were added, and the reaction mixture was hydrogenated on Parr hydrogenator overnight. The reaction mixture was filtered through a pad of Celite®, and the Celite® was washed with dichloromethane. The filtrate was evaporated, and the residue was purified by column chromatography eluting with 50% dichlo...